Dataset: the Open Reaction Database (ORD), a public repository of structured organic reaction records. Task: describe an organic reaction: reactants, conditions, products, and yield The reactants are C(C1=CC=CC=C1)C1=C(N)C=CC=C1 (2-benzylaniline), C(C)=O (acetaldehyde), C(C(=O)C)(=O)O (pyruvic acid). The product is C(C1=CC=CC=C1)C=1C=CC=C2C(=CC(=NC12)C)C(=O)O (8-Benzyl-2-methyl-quinoline-4-carboxylic acid). RXN SMILES: [CH2:1]([C:8]1[CH:14]=[CH:13][CH:12]=[CH:11][C:9]=1[NH2:10])[C:2]1[CH:7]=[CH:6][CH:5]=[CH:4][CH:3]=1.[CH:15](=O)[CH3:16].[C:18]([OH:23])(=[O:22])[C:19]([CH3:21])=O>>[CH2:1]([C:8]1[CH:14]=[CH:13][CH:12]=[C:11]2[C:9]=1[N:10]=[C:15]([CH3:16])[CH:21]=[C:19]2[C:18]([OH:23])=[O:22])[C:2]1[CH:3]=[CH:4][CH:5]=[CH:6][CH:7]=1. Procedure: The compound is prepared from 2-benzylaniline, acetaldehyde and pyruvic acid using the method of Irving, Clifton, J. Chem. Soc. (1959) 288. Reactants: ClC(Cl)Cl, [Cl-], [Cl-], Cc1cc(C)cc(OC(=O)Cl)c1, Cl, O, [Zn+2]. Yields the product Cc1cc(C)c(CCl)c(OC(=O)Cl)c1. RXN SMILES: [CH:13]([Cl:14])([Cl:15])[Cl:16].[Cl-:18].[Cl-:20].[Cl:1][C:2](=[O:3])[O:4][c:5]1[cH:6][c:7]([CH3:12])[cH:8][c:9]([CH3:11])[cH:10]1.[ClH:17].[OH2:21].[Zn+2:19]>>[Cl:1][C:2](=[O:3])[O:4][c:5]1[cH:6][c:7]([CH3:12])[cH:8][c:9]([CH3:11])[c:10]1[CH2:13][Cl:14]. The reactants are [Br-], CCCC[N+](CCCC)(CCCC)CCCC, Cc1ccccc1, O=Cc1cc([N+](=O)[O-])ccc1F, [Na+], [OH-], Sc1ccc2ccccc2c1. The product is O=Cc1cc([N+](=O)[O-])ccc1Sc1ccc2ccccc2c1. As a reaction SMILES: [Br-:26].[CH3:27][CH2:28][CH2:29][CH2:30][N+:31]([CH2:32][CH2:33][CH2:34][CH3:35])([CH2:36][CH2:37][CH2:38][CH3:39])[CH2:40][CH2:41][CH2:42][CH3:43].[CH3:44][c:45]1[cH:46][cH:47][cH:48][cH:49][cH:50]1.[F:14][c:15]1[c:16]([CH:17]=[O:18])[cH:19][c:20]([N+:23](=[O:24])[O-:25])[cH:21][cH:22]1.[Na+:2].[OH-:1].[cH:3]1[c:4]([SH:13])[cH:5][cH:6][c:7]2[cH:8][cH:9][cH:10][cH:11][c:12]12>>[cH:3]1[c:4]([S:13][c:15]2[c:16]([CH:17]=[O:18])[cH:19][c:20]([N+:23](=[O:24])[O-:25])[cH:21][cH:22]2)[cH:5][cH:6][c:7]2[cH:8][cH:9][cH:10][cH:11][c:12]12. Starting materials: ClCCl, [H][H], Cc1cc(CC(OC(=O)N2CCC(N3CCc4ccccc4NC3=O)CC2)C(=O)O)cc(C)c1OCc1ccccc1. Product: Cc1cc(CC(OC(=O)N2CCC(N3CCc4ccccc4NC3=O)CC2)C(=O)O)cc(C)c1O. As a reaction SMILES: [Cl:45][CH2:46][Cl:47].[H:43][H:44].[O:1]=[C:2]1[NH:3][c:4]2[c:5]([cH:39][cH:40][cH:41][cH:42]2)[CH2:6][CH2:7][N:8]1[CH:9]1[CH2:10][CH2:11][N:12]([C:15](=[O:16])[O:17][CH:18]([CH2:19][c:20]2[cH:21][c:22]([CH3:35])[c:23]([O:27][CH2:28][c:29]3[cH:30][cH:31][cH:32][cH:33][cH:34]3)[c:24]([CH3:26])[cH:25]2)[C:36](=[O:37])[OH:38])[CH2:13][CH2:14]1>>[O:1]=[C:2]1[NH:3][c:4]2[c:5]([cH:39][cH:40][cH:41][cH:42]2)[CH2:6][CH2:7][N:8]1[CH:9]1[CH2:10][CH2:11][N:12]([C:15](=[O:16])[O:17][CH:18]([CH2:19][c:20]2[cH:21][c:22]([CH3:35])[c:23]([OH:27])[c:24]([CH3:26])[cH:25]2)[C:36](=[O:37])[OH:38])[CH2:13][CH2:14]1. The product is BrC1=C(C=C(C(=C1)CO)F)CO ((2-bromo-5-fluoro-4-hydroxymethyl-phenyl)-methanol). RXN SMILES: [Br:1][C:2]1[C:3]([CH2:11][OH:12])=[CH:4][C:5]([F:10])=[C:6]([CH:9]=1)[CH:7]=[O:8].[BH4-].[Na+]>CO>[Br:1][C:2]1[CH:9]=[C:6]([CH2:7][OH:8])[C:5]([F:10])=[CH:4][C:3]=1[CH2:11][OH:12] |f:1.2|. The yield is 40.6%. The solvent is CO (methanol). Reaction conditions: time 10 minute. Starting materials: resultant solution, [BH4-].[Na+] (sodium borohydride), BrC=1C(=CC(=C(C=O)C1)F)CO (5-Bromo-2-fluoro-4-hydroxymethyl-benzaldehyde). Reported procedure: 5-Bromo-2-fluoro-4-hydroxymethyl-benzaldehyde (604.3 mg, 2.59 mmol) was dissolved in methanol (5 mL). To the resultant solution was added sodium borohydride (98.1 mg, 2.59 mmol) at 0° C. After stirring for 10 minutes, about 3 mL of methanol was removed by distillation. Water was added to the solution, and the resultant mixture was extracted with ethyl acetate. The organic layer was concentrated under reduced pressure. The resulting residue was purified by silica gel flash column chromatography (...